This data is from the Open Reaction Database (ORD), a public repository of structured organic reaction records. The task is: describe an organic reaction: reactants, conditions, products, and yield Starting materials: NC1=CC(=C(C=C1)N1CCC(CC1)C1=NNC(O1)=O)F (5-[1-(4-amino-2-fluorophenyl)-4-piperidyl]-2,3-dihydro-1,3,4-oxadiazol-2-one), [N+](=O)([O-])C1=CC=C(O1)C=O (5-nitro2-furaldehyde). The reagents and catalysts are CC(=O)O (CH3COOH). Run in CO (methanol). Yields the product FC1=C(C=CC(=C1)/N=C/C=1OC(=CC1)[N+](=O)[O-])N1CCC(CC1)C1=NNC(O1)=O (5-[1-(2-Fluoro-4-[(E)-1-(5-nitro-2-furyl)methylidene]aminophenyl)-4-piperidyl]-2,3-dihydro-1,3,4-oxadiazol-2-one). Isolated yield 81.0%. RXN SMILES: [NH2:1][C:2]1[CH:7]=[CH:6][C:5]([N:8]2[CH2:13][CH2:12][CH:11]([C:14]3[O:18][C:17](=[O:19])[NH:16][N:15]=3)[CH2:10][CH2:9]2)=[C:4]([F:20])[CH:3]=1.[N+:21]([C:24]1[O:28][C:27]([CH:29]=O)=[CH:26][CH:25]=1)([O-:23])=[O:22]>CC(O)=O.CO>[F:20][C:4]1[CH:3]=[C:2](/[N:1]=[CH:29]/[C:27]2[O:28][C:24]([N+:21]([O-:23])=[O:22])=[CH:25][CH:26]=2)[CH:7]=[CH:6][C:5]=1[N:8]1[CH2:13][CH2:12][CH:11]([C:14]2[O:18][C:17](=[O:19])[NH:16][N:15]=2)[CH2:10][CH2:9]1. Reported procedure: 5-[1-(4-Amino-2-fluorophenyl)-4-piperidyl]-2,3-dihydro-1,3,4-oxadiazol-2-one (7e, 0.28 g, 1 mml) on reacting with 5-nitro2-furaldehyde in the presence of catalytic amount of CH3COOH (3 drops) in methanol at 0° C. for 10 h and the obtained solid is filtered, washed with water and recrystallized in ethanol to obtain product 5-[1-(2-fluoro-4-[(E)-1-(5-nitro-2-furyl)methylidene]aminophenyl)-4-piperidyl]-2,3-dihydro-1,3,4-oxadiazol-2-one (9e, 324 mg, 81%). Starting materials: C(/C=C/CCl)Cl (trans 1,4-dichlorobutene-2), C(CC(=O)OCCCC)(=O)OCCCC (di-n-butyl malonate). Product: C(=C)C1C(C1)(C(=O)OCCCC)C(=O)OCCCC (Di-n-butyl 2-vinylcyclopropane-1,1-dicarboxylate). Isolated yield 69.0%. Reaction SMILES: [CH2:1](Cl)/[CH:2]=[CH:3]/[CH2:4]Cl.[C:7]([O:17][CH2:18][CH2:19][CH2:20][CH3:21])(=[O:16])[CH2:8][C:9]([O:11][CH2:12][CH2:13][CH2:14][CH3:15])=[O:10]>>[CH:2]([CH:3]1[CH2:4][C:8]1([C:9]([O:11][CH2:12][CH2:13][CH2:14][CH3:15])=[O:10])[C:7]([O:17][CH2:18][CH2:19][CH2:20][CH3:21])=[O:16])=[CH2:1]. Procedure details: Example 3 was repeated except the organic solvent was omitted and the mol ratio of trans 1,4-dichlorobutene-2 to di-n-butyl malonate was 2:1. Di-n-butyl 2-vinylcyclopropane-1,1-dicarboxylate was obtained in 69% yield. Reactants: Oc1cccc(Br)c1, O=C1OCc2ncccc21, CO, C[O-], Cc1ccccc1, [Na+], CN(C)C=O, O, Cc1ccccc1C. Product: O=C(O)c1cccnc1COc1cccc(Br)c1. Reaction SMILES: [Br:11][c:12]1[cH:13][c:14]([OH:18])[cH:15][cH:16][cH:17]1.[C:1]1(=[O:2])[O:3][CH2:4][c:5]2[n:6][cH:7][cH:8][cH:9][c:10]21.[CH3:19][OH:20].[CH3:21][O-:22].[CH3:37][c:38]1[cH:39][cH:40][cH:41][cH:42][cH:43]1.[Na+:23].[O:24]=[CH:25][N:26]([CH3:27])[CH3:28].[OH2:44].[c:29]1([CH3:30])[c:31]([CH3:32])[cH:33][cH:34][cH:35][cH:36]1>>[C:1](=[O:2])([OH:3])[c:10]1[c:5]([CH2:4][O:18][c:14]2[cH:13][c:12]([Br:11])[cH:17][cH:16][cH:15]2)[n:6][cH:7][cH:8][cH:9]1.